This data is from the Open Reaction Database (ORD), a public repository of structured organic reaction records. The task is: describe an organic reaction: reactants, conditions, products, and yield Starting materials: FC1=C2CCC(CC2=CC(=C1)F)N1C(NC=C1C(=O)OCC)=S (ethyl 3-(5,7-difluoro-1,2,3,4-tetrahydronaphthalen-2-yl)-2-thioxo-2,3-dihydro-1H-imidazole-4-carboxylate), [OH-].[K+] (potassium hydroxide). Run in C(C)O.O (ethanol water). Reaction conditions: time 5 hour. Product: FC1=C2CCC(CC2=CC(=C1)F)N1C(NC=C1C(=O)O)=S (3-(5,7-difluoro-1,2,3,4-tetrahydronaphthalen-2-yl)-2-thioxo-2,3-dihydro-1H-imidazole-4-carboxylic acid). Isolated yield 91.9%. RXN SMILES: [F:1][C:2]1[CH:11]=[C:10]([F:12])[CH:9]=[C:8]2[C:3]=1[CH2:4][CH2:5][CH:6]([N:13]1[C:17]([C:18]([O:20]CC)=[O:19])=[CH:16][NH:15][C:14]1=[S:23])[CH2:7]2.[OH-].[K+]>C(O)C.O>[F:1][C:2]1[CH:11]=[C:10]([F:12])[CH:9]=[C:8]2[C:3]=1[CH2:4][CH2:5][CH:6]([N:13]1[C:17]([C:18]([OH:20])=[O:19])=[CH:16][NH:15][C:14]1=[S:23])[CH2:7]2 |f:1.2,3.4|. Procedure: A mixture of ethyl 3-(5,7-difluoro-1,2,3,4-tetrahydronaphthalen-2-yl)-2-thioxo-2,3-dihydro-1H-imidazole-4-carboxylate (4.6 g, 13.6 mmol), prepared as in Example 24, and potassium hydroxide (3.14 g, 47.6 mmol) in 130 mL of ethanol/water (10:3) was stirred at 85°-90° C. for 5 hours. The solvent was removed by evaporation and the residue was dissolved in water. The solution was acidified with 1N hydrochloric acid to a pH of 1 giving a crystalline material. Isolation of the material by filtration ga... Starting materials: ClC1=NC=C(C(=N1)Cl)[N+](=O)[O-] (2,4-dichloro-5-nitropyrimidine), COC(C(CC)(CC)CNC1CCCC1)=O (methyl2-[(cyclopentylamino)methyl]-2-ethyl-butanoate), COC(C(CC)(CC)CNC1CCCC1)=O (methyl2-[(cyclopentylamino)methyl]-2-ethyl-butanoate), C([O-])([O-])=O.[K+].[K+] (potassium carbonate). Reagents/catalysts: [Fe] (iron). Run in CC(=O)C (acetone), C(C)(=O)O (acetic acid). Reaction conditions: time 18 hour. Yields the product ClC1=NC=C2NC(C(CN(C2=N1)C1CCCC1)(CC)CC)=O (10-chloro-2-cyclopentyl-4,4-diethyl-2,6,9,11-tetrazabicyclo[5.4.0]undeca-7,9,11-trien-5-one). Yield: 30.2%. RXN SMILES: CO[C:3](=[O:16])[C:4]([CH2:9][NH:10][CH:11]1[CH2:15][CH2:14][CH2:13][CH2:12]1)([CH2:7][CH3:8])[CH2:5][CH3:6].C(=O)([O-])[O-].[K+].[K+].[Cl:23][C:24]1[N:29]=[C:28](Cl)[C:27]([N+:31]([O-])=O)=[CH:26][N:25]=1>CC(C)=O.C(O)(=O)C.[Fe]>[Cl:23][C:24]1[N:29]=[C:28]2[C:27]([NH:31][C:3](=[O:16])[C:4]([CH2:5][CH3:6])([CH2:7][CH3:8])[CH2:9][N:10]2[CH:11]2[CH2:12][CH2:13][CH2:14][CH2:15]2)=[CH:26][N:25]=1 |f:1.2.3|. Procedure details: To a solution of methyl2-[(cyclopentylamino)methyl]-2-ethyl-butanoate (Intermediate 252; 7.1 g, 31.3 mmol) in acetone (150 mL) was added potassium carbonate (5.3 g, 38.0 mmol) followed by 2,4-dichloro-5-nitropyrimidine (Aldrich; 6.1 g, 31.3 mmol). The black mixture was stirred at room temperature for 18 hours. The reaction was filtered and the solvent removed in vacuo to yield a black gum, which was dissolved in acetic acid (175 mL) and iron (7.0 g, 125 mmol) added and the reaction heated at 80°... The product is CC1CN(c2ncc(CO)cc2C(F)(F)F)CCN1C(=O)OC(C)(C)C. RXN SMILES: [BH4-:27].[C:1]([CH3:2])([CH3:3])([CH3:4])[O:5][C:6](=[O:7])[N:8]1[CH:9]([CH3:26])[CH2:10][N:11]([c:14]2[n:15][cH:16][c:17]([CH:24]=[O:25])[cH:18][c:19]2[C:20]([F:21])([F:22])[F:23])[CH2:12][CH2:13]1.[CH3:29][OH:30].[Na+:28]>>[C:1]([CH3:2])([CH3:3])([CH3:4])[O:5][C:6](=[O:7])[N:8]1[CH:9]([CH3:26])[CH2:10][N:11]([c:14]2[n:15][cH:16][c:17]([CH2:24][OH:25])[cH:18][c:19]2[C:20]([F:21])([F:22])[F:23])[CH2:12][CH2:13]1. Reactants: [BH4-], CC1CN(c2ncc(C=O)cc2C(F)(F)F)CCN1C(=O)OC(C)(C)C, CO, [Na+]. Starting materials: N[C@@H]1[C@H](CC(C1)(F)F)NC(C1=C(C=CC=C1)N1N=CC=N1)=O (N-[(1S,2S)-2-amino-4,4-difluorocyclopentyl]-2-(2H-1,2,3-triazol-2-yl)benzamide), N[C@@H]1[C@H](CC(C1)(F)F)NC(C1=C(C=CC=C1)N1N=CC=N1)=O (N-[(1S,2S)-2-amino-4,4-difluorocyclopentyl]-2-(2H-1,2,3-triazol-2-yl)benzamide), BrC1=NC=C(C=C1)OC(F)F (2-bromo-5-(difluoromethoxy)pyridine), C=1C=CC(=CC1)P(C=2C=CC=CC2)C3=CC=C4C=CC=CC4=C3C5=C6C=CC=CC6=CC=C5P(C=7C=CC=CC7)C=8C=CC=CC8 (BINAP), CC(C)([O-])C.[Na+] (sodium tert-butoxide). The reagents and catalysts are C=1C=CC(=CC1)/C=C/C(=O)/C=C/C2=CC=CC=C2.C=1C=CC(=CC1)/C=C/C(=O)/C=C/C2=CC=CC=C2.C=1C=CC(=CC1)/C=C/C(=O)/C=C/C2=CC=CC=C2.[Pd].[Pd] (tris(dibenzylideneacetone)dipalladium(0)). Run in C1(=CC=CC=C1)C (toluene). Reaction conditions: temperature 110 celsius. The product is FC(OC=1C=CC(=NC1)N[C@@H]1[C@H](CC(C1)(F)F)NC(C1=C(C=CC=C1)N1N=CC=N1)=O)F (N-[(1S,2S)-2-{[5-(Difluoromethoxy)pyridin-2-yl]amino}-4,4-difluorocyclopentyl]-2-(2H-1,2,3-triazol-2-yl)benzamide). RXN SMILES: [NH2:1][C@H:2]1[CH2:6][C:5]([F:8])([F:7])[CH2:4][C@@H:3]1[NH:9][C:10](=[O:22])[C:11]1[CH:16]=[CH:15][CH:14]=[CH:13][C:12]=1[N:17]1[N:21]=[CH:20][CH:19]=[N:18]1.Br[C:24]1[CH:29]=[CH:28][C:27]([O:30][CH:31]([F:33])[F:32])=[CH:26][N:25]=1.C1C=CC(P(C2C(C3C(P(C4C=CC=CC=4)C4C=CC=CC=4)=CC=C4C=3C=CC=C4)=C3C(C=CC=C3)=CC=2)C2C=CC=CC=2)=CC=1.CC(C)([O-])C.[Na+]>C1(C)C=CC=CC=1.C1C=CC(/C=C/C(/C=C/C2C=CC=CC=2)=O)=CC=1.C1C=CC(/C=C/C(/C=C/C2C=CC=CC=2)=O)=CC=1.C1C=CC(/C=C/C(/C=C/C2C=CC=CC=2)=O)=CC=1.[Pd].[Pd]>[F:32][CH:31]([F:33])[O:30][C:27]1[CH:28]=[CH:29][C:24]([NH:1][C@H:2]2[CH2:6][C:5]([F:8])([F:7])[CH2:4][C@@H:3]2[NH:9][C:10](=[O:22])[C:11]2[CH:16]=[CH:15][CH:14]=[CH:13][C:12]=2[N:17]2[N:18]=[CH:19][CH:20]=[N:21]2)=[N:25][CH:26]=1 |f:3.4,6.7.8.9.10|. Reported procedure: To a solution of N-[(1S,2S)-2-amino-4,4-difluorocyclopentyl]-2-(2H-1,2,3-triazol-2-yl)benzamide (Intermediate 46; 100 mg, 0.33 mmol) in dry toluene (3 ml) was added 2-bromo-5-(difluoromethoxy)pyridine (CAS number 845827-14-7; 89 mg, 0.33 mmol), BINAP (20 mg, 0.033 mmol), tris(dibenzylideneacetone)dipalladium(0) (15 mg, 0.016 mmol) and sodium tert-butoxide (44 mg, 0.46 mmol). The reaction was placed under an atmosphere of nitrogen, sealed and heated at 110° C. for 2.5 hours then filtered through ... Reactants: C1(=CC=CC=C1)[C@H](C)NC1=NC=CC(=N1)N1C=NC2=C1C=CC(=C2)N (2-[(S)-1-phenylethylamino]-4-[5-aminobenzimidazol-1-yl]pyrimidine), [H][H] (hydrogen). The reagents and catalysts are [Pd] (Pd/C). Run in CO (MeOH). Conditions: time 23 hour. Product: C1(=CC=CC=C1)[C@H](C)NC1=NC=CC(=N1)N1C=NC2=C1C=CC(=C2)NC2=NC=NC=C2 (2-[(S)-1-phenylethylamino]-4-[5-(pyrimidin-4-yl)aminobenzimidazol-1-yl]pyrimidine). Isolated yield 63.6%. Reaction SMILES: [C:1]1([C@@H:7]([NH:9][C:10]2[N:15]=[C:14]([N:16]3[C:20]4[CH:21]=[CH:22][C:23]([NH2:25])=[CH:24][C:19]=4[N:18]=[CH:17]3)[CH:13]=[CH:12][N:11]=2)[CH3:8])[CH:6]=[CH:5][CH:4]=[CH:3][CH:2]=1.[H][H]>CO.[Pd]>[C:1]1([C@@H:7]([NH:9][C:10]2[N:15]=[C:14]([N:16]3[C:20]4[CH:21]=[CH:22][C:23]([NH:25][C:12]5[CH:13]=[CH:14][N:15]=[CH:10][N:11]=5)=[CH:24][C:19]=4[N:18]=[CH:17]3)[CH:13]=[CH:12][N:11]=2)[CH3:8])[CH:2]=[CH:3][CH:4]=[CH:5][CH:6]=1. Reported procedure: 2-[(S)-1-phenylethylamino]-4-[5-aminobenzimidazol-1-yl]pyrimidine (14.0 mg) was dissolved in 2 mL MeOH, 10%Pd/C (20.3 mg) added, the system fitted with a balloon of hydrogen, purging the system twice and leaving the reaction stirring at room temperature for 23 h. The mixture was then filtered through Celite®, washing thoroughly with methanol, and the solvent removed in vacuo. The residue was purified on silica gel (2-5%(2M NH3 in MeOH)/CH2Cl2) to yield 5.5 mg of the title compound. Mass spectrum...